From a dataset of the Open Reaction Database (ORD), a public repository of structured organic reaction records. describe an organic reaction: reactants, conditions, products, and yield Starting materials: BrC1=CC=C2C(NC3N(C2=C1)CCN(C3)C(=O)OC(C)(C)C)=O (t-Butyl 9-bromo-6-oxo-1,2,4,4a,5,6-hexahydropyrazino[1,2-a]quinazoline-3-carboxylate), C1(=CC=CC=C1)B(O)O (phenyl boronic acid), C([O-])(O)=O.[Na+] (sodium bicarbonate). Reagents/catalysts: [Pd].C1(=CC=CC=C1)P(C1=CC=CC=C1)C1=CC=CC=C1.C1(=CC=CC=C1)P(C1=CC=CC=C1)C1=CC=CC=C1.C1(=CC=CC=C1)P(C1=CC=CC=C1)C1=CC=CC=C1.C1(=CC=CC=C1)P(C1=CC=CC=C1)C1=CC=CC=C1 (tetrakis(triphenylphosphine) palladium(0)). Run in C(C)(=O)OCC (ethyl acetate), COCCOC (DME). Product: O=C1NC2N(C3=CC(=CC=C13)C1=CC=CC=C1)CCN(C2)C(=O)OC(C)(C)C (t-Butyl 6-oxo-9-phenyl-1,2,4,4a,5,6-hexahydropyrazino[1,2-a]quinazoline-3-carboxylate). Yield: 45.6%. Reaction SMILES: Br[C:2]1[CH:11]=[C:10]2[C:5]([C:6](=[O:23])[NH:7][CH:8]3[CH2:15][N:14]([C:16]([O:18][C:19]([CH3:22])([CH3:21])[CH3:20])=[O:17])[CH2:13][CH2:12][N:9]32)=[CH:4][CH:3]=1.[C:24]1(B(O)O)[CH:29]=[CH:28][CH:27]=[CH:26][CH:25]=1.C(=O)(O)[O-].[Na+]>COCCOC.C(OCC)(=O)C.[Pd].C1(P(C2C=CC=CC=2)C2C=CC=CC=2)C=CC=CC=1.C1(P(C2C=CC=CC=2)C2C=CC=CC=2)C=CC=CC=1.C1(P(C2C=CC=CC=2)C2C=CC=CC=2)C=CC=CC=1.C1(P(C2C=CC=CC=2)C2C=CC=CC=2)C=CC=CC=1>[O:23]=[C:6]1[C:5]2[C:10](=[CH:11][C:2]([C:24]3[CH:29]=[CH:28][CH:27]=[CH:26][CH:25]=3)=[CH:3][CH:4]=2)[N:9]2[CH2:12][CH2:13][N:14]([C:16]([O:18][C:19]([CH3:22])([CH3:21])[CH3:20])=[O:17])[CH2:15][CH:8]2[NH:7]1 |f:2.3,6.7.8.9.10|. Procedure details: A mixture of the part A compound from Example 3 (100 mg, 0.26 mmol), phenyl boronic acid (48 mg, 0.39 mmol), a solution of aqueous 2.0 M sodium bicarbonate (380 μl, 0.76 mmol) and tetrakis(triphenylphosphine) palladium(0) (1 mg, 0.86 μmol) in degassed DME (1.5 mL) was heated at 90° C. for 18 h under nitrogen. The mixture was diluted with ethyl acetate (20 mL), washed with a solution of aqueous saturated sodium bicarbonate (3×20 mL), dried over sodium sulfate and concentrated. The crude product w... Starting materials: O=[N+]([O-])c1cc(Br)ccc1F, CC(C)(C)N, CS(C)=O, [H-], [Na+]. The product is CC(C)(C)Nc1ccc(Br)cc1[N+](=O)[O-]. Reaction SMILES: [Br:8][c:9]1[cH:10][c:11]([N+:16](=[O:17])[O-:18])[c:12]([F:15])[cH:13][cH:14]1.[C:1]([CH3:2])([CH3:3])([CH3:4])[NH2:5].[CH3:19][S:20]([CH3:21])=[O:22].[H-:6].[Na+:7]>>[C:1]([CH3:2])([CH3:3])([CH3:4])[NH:5][c:12]1[c:11]([N+:16](=[O:17])[O-:18])[cH:10][c:9]([Br:8])[cH:14][cH:13]1. Starting materials: BrC1=CC(=NC2=CC=C(C=C12)Cl)NCC1=C(C=C(C=C1)F)OC ((4-Bromo-6-chloro-quinolin-2-yl)-(4-fluoro-2-methoxy-benzyl)-amine), COCCN (2-Methoxyethylamine), sodium tert.-butylate. Reagents/catalysts: C1(=CC=CC=C1)P([C-]1C=CC=C1)C1=CC=CC=C1.[C-]1(C=CC=C1)P(C1=CC=CC=C1)C1=CC=CC=C1.[Fe+2] (1,1′-bis(diphenylphosphino)ferrocene), [Pd](Cl)Cl.C1(=CC=CC=C1)P([C-]1C=CC=C1)C1=CC=CC=C1.[C-]1(C=CC=C1)P(C1=CC=CC=C1)C1=CC=CC=C1.[Fe+2] (1,1′-bis(diphenylphosphino)ferrocene palladium (II) chloride). Run in O1CCOCC1 (dioxane). Run at temperature 100 celsius, time 2 hour. Yields the product ClC=1C=C2C(=CC(=NC2=CC1)NCC1=C(C=C(C=C1)F)OC)NCCOC (6-Chloro-N2-(4-fluoro-2-methoxy-benzyl)-N4-(2-methoxy-ethyl)-quinoline-2,4-diamine), foam. The yield is 88.0%. Reaction SMILES: Br[C:2]1[C:11]2[C:6](=[CH:7][CH:8]=[C:9]([Cl:12])[CH:10]=2)[N:5]=[C:4]([NH:13][CH2:14][C:15]2[CH:20]=[CH:19][C:18]([F:21])=[CH:17][C:16]=2[O:22][CH3:23])[CH:3]=1.[CH3:24][O:25][CH2:26][CH2:27][NH2:28]>O1CCOCC1.C1(P(C2C=CC=CC=2)[C-]2C=CC=C2)C=CC=CC=1.[C-]1(P(C2C=CC=CC=2)C2C=CC=CC=2)C=CC=C1.[Fe+2].[Pd](Cl)Cl.C1(P(C2C=CC=CC=2)[C-]2C=CC=C2)C=CC=CC=1.[C-]1(P(C2C=CC=CC=2)C2C=CC=CC=2)C=CC=C1.[Fe+2]>[Cl:12][C:9]1[CH:10]=[C:11]2[C:6](=[CH:7][CH:8]=1)[N:5]=[C:4]([NH:13][CH2:14][C:15]1[CH:20]=[CH:19][C:18]([F:21])=[CH:17][C:16]=1[O:22][CH3:23])[CH:3]=[C:2]2[NH:28][CH2:27][CH2:26][O:25][CH3:24] |f:3.4.5,6.7.8.9|. Procedure details: (4-Bromo-6-chloro-quinolin-2-yl)-(4-fluoro-2-methoxy-benzyl)-amine (prepared from 2-amino-6-chloro-4-hydroxyquinoline and 4-fluoro-2-methoxybenzaldehyde as described in example 30, step A and B, 328 mg, 0.828 mmol) was dissolved in 5 mL dioxane. Argon was bubbled through the solution for 2 minutes to remove oxygen. 2-Methoxyethylamine (187 mg, 2.49 mmol), sodium tert.-butylate (159 mg, 1.66 mmol), 1,1′-bis(diphenylphosphino)ferrocene (69 mg, 0.125 mmol) and 1,1′-bis(diphenylphosphino)ferrocene p...